This data is from the Open Reaction Database (ORD), a public repository of structured organic reaction records. The task is: describe an organic reaction: reactants, conditions, products, and yield The reactants are ClC1=CC=C2/C(/C(N(C2=C1)COCC[Si](C)(C)C)=O)=C/C1=CC(=CC=C1)Cl (Z-6-chloro-3-(3-chloro-benzylidene)-1-(2-trimethylsilanyl-ethoxymethyl)-1,3-dihydro-indole-2-one), FC1=C(C(=CC=C1F)OC(C)C)C=NC(=C)O[Si](C)(C)C (1-(2,3-difluoro-6-isopropoxy-phenyl)-3-trimethylsilyoxy-2-aza-1,3-butadiene). Solvent: C1(=CC=CC=C1)C (toluene). Yields the product ClC1=CC=C2C(=C1)NC(C21C(NC(CC1C1=CC(=CC=C1)Cl)=O)C1=C(C(=CC=C1OC(C)C)F)F)=O.COC(C)[Si](C)(C)C (racemic (2′R,3R,4′S)-6-chloro-4′-(3-chlorophenyl)-2′-(2,3-difluoro-6-isopropoxy-phenyl)-2,3-dihydro-2,6′-dioxospiro[indole-3,3′-piperidine] 1-methoxyethyl trimethylsilane). RXN SMILES: [Cl:1][C:2]1[CH:10]=[C:9]2[C:5](/[C:6](=[CH:20]/[C:21]3[CH:26]=[CH:25][CH:24]=[C:23]([Cl:27])[CH:22]=3)/[C:7](=[O:19])[N:8]2[CH2:11][O:12][CH2:13][CH2:14][Si](C)(C)C)=[CH:4][CH:3]=1.[F:28][C:29]1[C:34]([F:35])=[CH:33][CH:32]=[C:31]([O:36][CH:37]([CH3:39])[CH3:38])[C:30]=1[CH:40]=[N:41][C:42]([O:44][Si:45]([CH3:48])([CH3:47])[CH3:46])=[CH2:43]>C1(C)C=CC=CC=1>[Cl:1][C:2]1[CH:10]=[C:9]2[NH:8][C:7](=[O:19])[C:6]3([CH:20]([C:21]4[CH:26]=[CH:25][CH:24]=[C:23]([Cl:27])[CH:22]=4)[CH2:43][C:42](=[O:44])[NH:41][CH:40]3[C:30]3[C:31]([O:36][CH:37]([CH3:38])[CH3:39])=[CH:32][CH:33]=[C:34]([F:35])[C:29]=3[F:28])[C:5]2=[CH:4][CH:3]=1.[CH3:11][O:12][CH:13]([Si:45]([CH3:46])([CH3:47])[CH3:48])[CH3:14] |f:3.4|. Procedure details: In a manner similar to the method described in example 55b, E/Z-6-chloro-3-(3-chloro-benzylidene)-1-(2-trimethylsilanyl-ethoxymethyl)-1,3-dihydro-indole-2-one prepared in example 55a (3.4 g, 8.10 mmol) was reacted with 1-(2,3-difluoro-6-isopropoxy-phenyl)-3-trimethylsilyoxy-2-aza-1,3-butadiene (16 g, 51.1 mmol) prepared in example 62c in toluene to give racemic (2′R,3R,4′S)-6-chloro-4′-(3-chlorophenyl)-2′-(2,3-difluoro-6-isopropoxy-phenyl)-2,3-dihydro-2,6′-dioxospiro[indole-3,3′-piperidine]-1-me... Reactants: C1(=CC=CC=C1)CS(=O)(=O)Cl (phenylmethanesulfonyl chloride), O[C@@](C([C@H](CC1=CC=CC=C1)NC([C@H](COC)NC([C@H](COC)NC(=O)C1=CN=C(S1)C)=O)=O)=O)(CO)C (N—((S)-1-(((S)-1-(((2S,4R)-4,5-dihydroxy-4-methyl-3-oxo-1-phenylpentan-2-yl)amino)-3-methoxy-1-oxopropan-2-yl)amino)-3-methoxy-1-oxopropan-2-yl)-2-methylthiazole-5-carboxamide). Product: C1(=CC=CC=C1)CS(=O)(=O)OC[C@@](C([C@H](CC1=CC=CC=C1)NC([C@H](COC)NC([C@H](COC)NC(=O)C1=CN=C(S1)C)=O)=O)=O)(C)O ((2R,4S)-2-Hydroxy-4-((S)-3-methoxy-2-((S)-3-methoxy-2-(2-methylthiazole-5-carboxamido)propanamido)propanamido)-2-methyl-3-oxo-5-phenylpentyl phenylmethanesulfonate). As a reaction SMILES: [C:1]1([CH2:7][S:8](Cl)(=[O:10])=[O:9])[CH:6]=[CH:5][CH:4]=[CH:3][CH:2]=1.[OH:12][C@:13]([CH3:49])([CH2:47][OH:48])[C:14](=[O:46])[C@@H:15]([NH:23][C:24](=[O:45])[C@@H:25]([NH:29][C:30](=[O:44])[C@@H:31]([NH:35][C:36]([C:38]1[S:42][C:41]([CH3:43])=[N:40][CH:39]=1)=[O:37])[CH2:32][O:33][CH3:34])[CH2:26][O:27][CH3:28])[CH2:16][C:17]1[CH:22]=[CH:21][CH:20]=[CH:19][CH:18]=1>>[C:1]1([CH2:7][S:8]([O:48][CH2:47][C@:13]([OH:12])([CH3:49])[C:14](=[O:46])[C@@H:15]([NH:23][C:24](=[O:45])[C@@H:25]([NH:29][C:30](=[O:44])[C@@H:31]([NH:35][C:36]([C:38]2[S:42][C:41]([CH3:43])=[N:40][CH:39]=2)=[O:37])[CH2:32][O:33][CH3:34])[CH2:26][O:27][CH3:28])[CH2:16][C:17]2[CH:22]=[CH:21][CH:20]=[CH:19][CH:18]=2)(=[O:10])=[O:9])[CH:6]=[CH:5][CH:4]=[CH:3][CH:2]=1. Reported procedure: Prepared according to procedures described above, by reacting phenylmethanesulfonyl chloride with N—((S)-1-(((S)-1-(((2S,4R)-4,5-dihydroxy-4-methyl-3-oxo-1-phenylpentan-2-yl)amino)-3-methoxy-1-oxopropan-2-yl)amino)-3-methoxy-1-oxopropan-2-yl)-2-methylthiazole-5-carboxamide. MS for C32H40N4O10S2 m/z: 705 (M+H)+. Reactants: CC(C)(C)OC(=O)c1ccc(OCc2ccccc2)cc1, CCO. The product is CC(C)(C)OC(=O)c1ccc(O)cc1. As a reaction SMILES: [C:1]([CH3:2])([CH3:3])([CH3:4])[O:5][C:6]([c:7]1[cH:8][cH:9][c:10]([O:13][CH2:14][c:15]2[cH:16][cH:17][cH:18][cH:19][cH:20]2)[cH:11][cH:12]1)=[O:21].[CH3:22][CH2:23][OH:24]>>[C:1]([CH3:2])([CH3:3])([CH3:4])[O:5][C:6]([c:7]1[cH:8][cH:9][c:10]([OH:13])[cH:11][cH:12]1)=[O:21].